From a dataset of the Open Reaction Database (ORD), a public repository of structured organic reaction records. describe an organic reaction: reactants, conditions, products, and yield Reactants: O=C1C=CCCC=C1, CO, NCCCC1(c2ccc(F)cc2)OCCO1. Product: O=C1CC2CCC(C1)N2CCCC1(c2ccc(F)cc2)OCCO1. As a reaction SMILES: [C:1]1(=[O:8])[CH:2]=[CH:3][CH2:4][CH2:5][CH:6]=[CH:7]1.[CH3:25][OH:26].[F:9][c:10]1[cH:11][cH:12][c:13]([C:16]2([CH2:21][CH2:22][CH2:23][NH2:24])[O:17][CH2:18][CH2:19][O:20]2)[cH:14][cH:15]1>>[C:1]1(=[O:8])[CH2:2][CH:3]2[CH2:4][CH2:5][CH:6]([CH2:7]1)[N:24]2[CH2:23][CH2:22][CH2:21][C:16]1([c:13]2[cH:12][cH:11][c:10]([F:9])[cH:15][cH:14]2)[O:17][CH2:18][CH2:19][O:20]1. Reactants: C(C=C)(=O)N (acrylamide), C1(=CC=C(C=C1)S(=O)(=O)O)C (p-toluenesulphonic acid), BrC=1C=C2CCC(=CC2=CC1)N1CCCC1 (1-(6-bromo-3,4-dihydro-2-naphthyl)pyrrolidine). Run in C(Cl)(Cl)Cl (chloroform). The product is BrC1=CC2=C(C=3CCC(NC3CC2)=O)C=C1 (8-bromo-1,4,5,6-tetrahydrobenzo[f]quinolin-3(2H)-one). Reaction SMILES: [C:1]([NH2:5])(=[O:4])[CH:2]=[CH2:3].C1(C)C=CC(S(O)(=O)=O)=CC=1.[Br:17][C:18]1[CH:19]=[C:20]2[C:25](=[CH:26][CH:27]=1)[CH:24]=[C:23](N1CCCC1)[CH2:22][CH2:21]2>C(Cl)(Cl)Cl>[Br:17][C:18]1[CH:27]=[CH:26][C:25]2[C:24]3[CH2:3][CH2:2][C:1](=[O:4])[NH:5][C:23]=3[CH2:22][CH2:21][C:20]=2[CH:19]=1. Procedure: 17.5 g of acrylamide and 0.65 g of p-toluenesulphonic acid were added to 35.5 g of 1-(6-bromo-3,4-dihydro-2-naphthyl)pyrrolidine. The mixture was heated under nitrogen to 100° for 2 hours and to 150° for 2 hours. The reaction mixture was treated with 250 ml of chloroform, whereupon the insoluble constituents were filtered off. There was obtained 8-bromo-1,4,5,6-tetrahydrobenzo[f]quinolin-3(2H)-one of melting point 227°-228°. After recrystallization from ethanol the product exhibits a melting poi... Reactants: BrC1=C(N=CN1C)C1=NC=CC(=C1)C#N (2-(5-bromo-1-methyl-1H-imidazol-4-yl)pyridine-4-carbonitrile), ClC1=C(C=C(C=C1)B(O)O)OC (4-chloro-3-methoxyphenylboronic acid). Product: ClC1=C(C=C(C=C1)C1=C(N=CN1C)C1=NC=CC(=C1)C#N)OC (2-[5-(4-chloro-3-methoxyphenyl)-1-methyl-1H-imidazol-4-yl]pyridine-4-carbonitrile). As a reaction SMILES: Br[C:2]1[N:6]([CH3:7])[CH:5]=[N:4][C:3]=1[C:8]1[CH:13]=[C:12]([C:14]#[N:15])[CH:11]=[CH:10][N:9]=1.[Cl:16][C:17]1[CH:22]=[CH:21][C:20](B(O)O)=[CH:19][C:18]=1[O:26][CH3:27]>>[Cl:16][C:17]1[CH:22]=[CH:21][C:20]([C:2]2[N:6]([CH3:7])[CH:5]=[N:4][C:3]=2[C:8]2[CH:13]=[C:12]([C:14]#[N:15])[CH:11]=[CH:10][N:9]=2)=[CH:19][C:18]=1[O:26][CH3:27]. Procedure: The title compound was prepared from 2-(5-bromo-1-methyl-1H-imidazol-4-yl)pyridine-4-carbonitrile and 4-chloro-3-methoxyphenylboronic acid according to the procedure for the preparation of Example 3, part A. [M+H] Calc'd for C17H13ClN4O, 326. Found, 325, 327. The reactants are ClCCl, O=[N+]([O-])c1ccc(F)cc1O, CC(C)(C)OC(=O)N=NC(=O)OC(C)(C)C, CC(C)(C)OC(=O)N1CCC(O)CC1, c1ccc(P(c2ccccc2)c2ccccc2)cc1. The product is CC(C)(C)OC(=O)N1CCC(Oc2cc(F)ccc2[N+](=O)[O-])CC1. As a reaction SMILES: [Cl:61][CH2:62][Cl:63].[F:17][c:18]1[cH:19][cH:20][c:21]([N+:25](=[O:26])[O-:27])[c:22]([OH:24])[cH:23]1.[N:1]([C:2]([O:3][C:4]([CH3:5])([CH3:6])[CH3:7])=[O:8])=[N:9][C:10]([O:11][C:12]([CH3:13])([CH3:14])[CH3:15])=[O:16].[OH:28][CH:29]1[CH2:30][CH2:31][N:32]([C:35](=[O:36])[O:37][C:38]([CH3:39])([CH3:40])[CH3:41])[CH2:33][CH2:34]1.[c:42]1([P:43]([c:44]2[cH:45][cH:46][cH:47][cH:48][cH:49]2)[c:50]2[cH:51][cH:52][cH:53][cH:54][cH:55]2)[cH:56][cH:57][cH:58][cH:59][cH:60]1>>[F:17][c:18]1[cH:19][cH:20][c:21]([N+:25](=[O:26])[O-:27])[c:22]([O:24][CH:29]2[CH2:30][CH2:31][N:32]([C:35](=[O:36])[O:37][C:38]([CH3:39])([CH3:40])[CH3:41])[CH2:33][CH2:34]2)[cH:23]1. Starting materials: intermediate 52, C1(CC1)C=1C=C(C2=C(N1)N(N=C2C)C2CCCCC2)C(=O)OCC (ethyl 6-cyclopropyl-1-(1-cyclohexyl)-3-methyl-1H-pyrazolo[3,4-b]pyridine-4-carboxylate), [OH-].[Na+] (sodium hydroxide). Product: C1(CCCCC1)N1N=C(C2=C1N=C(C=C2C(=O)O)C2CC2)C (1-cyclohexyl-6-cyclopropyl-3-methyl-1H-pyrazolo[3,4-b]pyridine-4-carboxylic acid). Reaction SMILES: [CH:1]1([C:4]2[CH:5]=[C:6]([C:20]([O:22]CC)=[O:21])[C:7]3[C:12]([CH3:13])=[N:11][N:10]([CH:14]4[CH2:19][CH2:18][CH2:17][CH2:16][CH2:15]4)[C:8]=3[N:9]=2)[CH2:3][CH2:2]1.[OH-].[Na+]>>[CH:14]1([N:10]2[C:8]3[N:9]=[C:4]([CH:1]4[CH2:2][CH2:3]4)[CH:5]=[C:6]([C:20]([OH:22])=[O:21])[C:7]=3[C:12]([CH3:13])=[N:11]2)[CH2:15][CH2:16][CH2:17][CH2:18][CH2:19]1 |f:1.2|. Procedure details: The title compound was prepared in the same manner as described for intermediate 52 using ethyl 6-cyclopropyl-1-(1-cyclohexyl)-3-methyl-1H-pyrazolo[3,4-b]pyridine-4-carboxylate (820 mg, 2.5 mmol) and sodium hydroxide (7.51 mL, 7.51 mmol). The final product was collected as a solid, 0.660 g (88%). LCMS E-S (M+H)=300.4 1H NMR (400 MHz, DMSO-d6) δ ppm 1.01-1.11 (m, 4H), 1.16-1.31 (m, 1H), 1.36-1.55 (m, 2H), 1.70 (d, J=12.38 Hz, 1H), 1.80-1.98 (m, 6H), 2.32 (m, J=7.80, 7.80, 5.05, 4.86 Hz, 1H), 2.55... Reactants: N#CC1CC(F)CN1C(=O)CN(C(=O)OCc1ccccc1)C12CCC(C(=O)On3nnc4ccccc43)(CC1)CC2, NCc1ccc(F)cc1. The product is N#CC1CC(F)CN1C(=O)CN(C(=O)OCc1ccccc1)C12CCC(C(=O)NCc3ccc(F)cc3)(CC1)CC2. Reaction SMILES: [CH2:1]([c:2]1[cH:3][cH:4][cH:5][cH:6][cH:7]1)[O:8][C:9](=[O:10])[N:11]([C:12]12[CH2:13][CH2:14][C:15]([C:20](=[O:21])[O:22][n:23]3[c:24]4[cH:25][cH:26][cH:27][cH:28][c:29]4[n:30][n:31]3)([CH2:16][CH2:17]1)[CH2:18][CH2:19]2)[CH2:32][C:33](=[O:34])[N:35]1[CH:36]([C:41]#[N:42])[CH2:37][CH:38]([F:40])[CH2:39]1.[F:43][c:44]1[cH:45][cH:46][c:47]([CH2:48][NH2:49])[cH:50][cH:51]1>>[CH2:1]([c:2]1[cH:3][cH:4][cH:5][cH:6][cH:7]1)[O:8][C:9](=[O:10])[N:11]([C:12]12[CH2:13][CH2:14][C:15]([C:20](=[O:21])[NH:49][CH2:48][c:47]3[cH:46][cH:45][c:44]([F:43])[cH:51][cH:50]3)([CH2:16][CH2:17]1)[CH2:18][CH2:19]2)[CH2:32][C:33](=[O:34])[N:35]1[CH:36]([C:41]#[N:42])[CH2:37][CH:38]([F:40])[CH2:39]1. Conditions: time 8 hour. The reactants are C(CCC)P(CCCC)CCCC (tri-n-butylphosphine), COC(C=CC1=CC=C(C=C1)C1=C(C=C(C=C1)O)C)=O (3-(4′-hydroxy-2′-methyl-biphenyl-4-yl)-acrylic acid methyl ester), ClC1=C(C(=CC=C1)Cl)N1N=CC(=C1CO)C(C)C ([2-(2,6-dichloro-phenyl)-4-isopropyl-2H-pyrazol-3-yl]-methanol), N(=NC(=O)N1CCCCC1)C(=O)N1CCCCC1 (1,1′-(azodicarbonyl)dipiperidine). Product: C(C)OC(C=CC1=CC=C(C=C1)C1=C(C=C(C=C1)OCC=1N(N=CC1C(C)C)C1=C(C=CC=C1Cl)Cl)C)=O (3-{4′-[2-(2,6-Dichloro-phenyl)-4-isopropyl-2H-pyrazol-3-ylmethoxy]-2′-methyl-biphenyl-4-yl}-acrylic Acid Ethyl Ester). Yield: 82.6%. Procedure: To a mixture of (108 mg, 0.403 mmol) 3-(4′-hydroxy-2′-methyl-biphenyl-4-yl)-acrylic acid methyl ester, [2-(2,6-dichloro-phenyl)-4-isopropyl-2H-pyrazol-3-yl]-methanol (126 mg, 0.443 mmol) and toluene (2.1 mL) is added 1,1′-(azodicarbonyl)dipiperidine (112 mg, 0.443 mmol) followed by tri-n-butylphosphine (109 μL, 0.443 mmol). The reaction is kept overnight at room temperature. The reaction mixture is diluted with hexane and the solid is filtered. The concentrated filtrate is purified via flash chr... Reaction SMILES: [CH3:1][O:2][C:3](=[O:20])[CH:4]=[CH:5][C:6]1[CH:11]=[CH:10][C:9]([C:12]2[CH:17]=[CH:16][C:15]([OH:18])=[CH:14][C:13]=2[CH3:19])=[CH:8][CH:7]=1.[Cl:21][C:22]1[CH:27]=[CH:26][CH:25]=[C:24]([Cl:28])[C:23]=1[N:29]1[C:33]([CH2:34]O)=[C:32]([CH:36]([CH3:38])[CH3:37])[CH:31]=[N:30]1.N(C(N1CCCCC1)=O)=N[C:41](N1CCCCC1)=O.C(P(CCCC)CCCC)CCC>CCCCCC.C1(C)C=CC=CC=1>[CH2:1]([O:2][C:3](=[O:20])[CH:4]=[CH:5][C:6]1[CH:7]=[CH:8][C:9]([C:12]2[CH:17]=[CH:16][C:15]([O:18][CH2:34][C:33]3[N:29]([C:23]4[C:22]([Cl:21])=[CH:27][CH:26]=[CH:25][C:24]=4[Cl:28])[N:30]=[CH:31][C:32]=3[CH:36]([CH3:38])[CH3:37])=[CH:14][C:13]=2[CH3:19])=[CH:10][CH:11]=1)[CH3:41]. The solvent is CCCCCC (hexane), C1(=CC=CC=C1)C (toluene).